Dataset: the Open Reaction Database (ORD), a public repository of structured organic reaction records. Task: describe an organic reaction: reactants, conditions, products, and yield Reactants: Cc1ccc(S(=O)(=O)Nc2ccc(C#N)cc2[N+](=O)[O-])cc1, CC(C)I, [Na], CN(C)C=O, O. Yields the product Cc1ccc(S(=O)(=O)N(c2ccc(C#N)cc2[N+](=O)[O-])C(C)C)cc1. RXN SMILES: [C:2](#[N:3])[c:4]1[cH:5][c:6]([N+:21](=[O:22])[O-:23])[c:7]([NH:8][S:9](=[O:10])(=[O:11])[c:12]2[cH:13][cH:14][c:15]([CH3:18])[cH:16][cH:17]2)[cH:19][cH:20]1.[CH:29]([CH3:30])([CH3:31])[I:32].[Na:1].[O:24]=[CH:25][N:26]([CH3:27])[CH3:28].[OH2:33]>>[C:2](#[N:3])[c:4]1[cH:5][c:6]([N+:21](=[O:22])[O-:23])[c:7]([N:8]([S:9](=[O:10])(=[O:11])[c:12]2[cH:13][cH:14][c:15]([CH3:18])[cH:16][cH:17]2)[CH:29]([CH3:30])[CH3:31])[cH:19][cH:20]1. Product: C(C)(C)(C)OC(=O)N1CCN(CC1)C1=CC(=NC2=CC(=CC=C12)Cl)NC1CC1 (4-[4-(tert-butoxycarbonyl)piperazin-1-yl]-7-chloro-2-(cyclopropylamino)quinoline). RXN SMILES: [C:1]([O:5][C:6]([N:8]1[CH2:13][CH2:12][N:11]([C:14]2[C:23]3[C:18](=[CH:19][C:20]([Cl:24])=[CH:21][CH:22]=3)[NH:17][C:16](=O)[CH:15]=2)[CH2:10][CH2:9]1)=[O:7])([CH3:4])([CH3:3])[CH3:2].[H-].[Na+].[CH:28]1([NH2:31])[CH2:30][CH2:29]1>>[C:1]([O:5][C:6]([N:8]1[CH2:13][CH2:12][N:11]([C:14]2[C:23]3[C:18](=[CH:19][C:20]([Cl:24])=[CH:21][CH:22]=3)[N:17]=[C:16]([NH:31][CH:28]3[CH2:30][CH2:29]3)[CH:15]=2)[CH2:10][CH2:9]1)=[O:7])([CH3:4])([CH3:3])[CH3:2] |f:1.2|. Procedure details: 4-[4-(tert-Butoxycarbonyl)piperazin-1-yl]-7-chloroquinol-2-one (150 mg, 0.4 mmol), sodium hydride (15 mg, 0.6 mmol), N-phenyl(trifluoromethylsulfon)imide (208 mg, 0.56 mmol), and cyclopropylamine (580 μL, 6.4 mmol) are treated according to method E yielding 75 mg of 4-[4-(tert-butoxycarbonyl)piperazin-1-yl]-7-chloro-2-(cyclopropylamino)quinoline. 62 mg thereof are treated with TFA-CH2Cl2 1:1 (0.6 mL) for 1 h and concentrated. The residue is converted into the title product with 4-fluorophenyl is... Yield: 46.5%. The reactants are C(C)(C)(C)OC(=O)N1CCN(CC1)C1=CC(NC2=CC(=CC=C12)Cl)=O (4-[4-(tert-Butoxycarbonyl)piperazin-1-yl]-7-chloroquinol-2-one), [H-].[Na+] (sodium hydride), N-phenyl(trifluoromethylsulfon)imide, C1(CC1)N (cyclopropylamine). Reactants: O=C=Nc1ccc(Cl)cc1, NS(=O)(=O)c1csc2ccccc12. Product: O=C(Nc1ccc(Cl)cc1)NS(=O)(=O)c1csc2ccccc12. RXN SMILES: [Cl:14][c:15]1[cH:16][cH:17][c:18]([N:21]=[C:22]=[O:23])[cH:19][cH:20]1.[s:1]1[c:2]2[c:3]([c:4]([S:6](=[O:7])(=[O:8])[NH2:9])[cH:5]1)[cH:10][cH:11][cH:12][cH:13]2>>[s:1]1[c:2]2[c:3]([c:4]([S:6](=[O:7])(=[O:8])[NH:9][C:22]([NH:21][c:18]3[cH:17][cH:16][c:15]([Cl:14])[cH:20][cH:19]3)=[O:23])[cH:5]1)[cH:10][cH:11][cH:12][cH:13]2. Starting materials: CC(C)(C)OC(=O)N1CCC(N)CC1, CCO, O=[N+]([O-])c1ccc(Cl)nc1, [Na+], [Na+], O=C([O-])[O-]. Yields the product CC(C)(C)OC(=O)N1CCC(Nc2ccc([N+](=O)[O-])cn2)CC1. Reaction SMILES: [C:1](=[O:2])([O:3][C:4]([CH3:5])([CH3:6])[CH3:7])[N:8]1[CH2:9][CH2:10][CH:11]([NH2:14])[CH2:12][CH2:13]1.[CH3:31][CH2:32][OH:33].[Cl:21][c:22]1[n:23][cH:24][c:25]([N+:28](=[O:29])[O-:30])[cH:26][cH:27]1.[Na+:15].[Na+:16].[O-:17][C:18](=[O:19])[O-:20]>>[C:1](=[O:2])([O:3][C:4]([CH3:5])([CH3:6])[CH3:7])[N:8]1[CH2:9][CH2:10][CH:11]([NH:14][c:22]2[n:23][cH:24][c:25]([N+:28](=[O:29])[O-:30])[cH:26][cH:27]2)[CH2:12][CH2:13]1. Reactants: C(C1=CC=CC=C1)(=O)OC1C(N(C2=CC=C(C=C12)C)CC)=O (1-ethyl-5-methyl-2-oxoindolin-3-yl benzoate), ClC=1C=C2C(C(N(C2=CC1)CC(C)C)=O)=O (5-chloro-1-isobutylindoline-2,3-dione). Yields the product C(C1=CC=CC=C1)(=O)OC1C(N(C2=CC=C(C=C12)Cl)CC(C)C)=O (5-chloro-1-isobutyl-2-oxoindolin-3-yl benzoate). Reaction SMILES: [C:1](OC1C2C(=CC=C(C)C=2)N(CC)C1=O)(=[O:8])[C:2]1[CH:7]=[CH:6][CH:5]=[CH:4][CH:3]=1.[Cl:23][C:24]1[CH:25]=[C:26]2[C:30](=[CH:31][CH:32]=1)[N:29]([CH2:33][CH:34]([CH3:36])[CH3:35])[C:28](=[O:37])[C:27]2=[O:38]>>[C:1]([O:38][CH:27]1[C:26]2[C:30](=[CH:31][CH:32]=[C:24]([Cl:23])[CH:25]=2)[N:29]([CH2:33][CH:34]([CH3:35])[CH3:36])[C:28]1=[O:37])(=[O:8])[C:2]1[CH:7]=[CH:6][CH:5]=[CH:4][CH:3]=1. Procedure details: Was made in an analogous fashion to 1-ethyl-5-methyl-2-oxoindolin-3-yl benzoate using 5-chloro-1-isobutylindoline-2,3-dione. 1H NMR δ 8.11 (d, 2H), 7.60 (dd, 1H), 7.52-7.32 (m, 4H), 6.80 (d, 1H), 6.10 (s, 1H), 3.75 (m, 2H), 1.72-1.57 (m, 1H), 1.01 (dd, 6H). The reactants are C(=O)(C(=O)O)CN1N=NN=C1S (1-oxalomethyl-1H-tetrazole-5-thiol), [OH-].[Na+] (sodium hydroxide), Cl (hydrochloric acid), Cl.NO (hydroxylamine hydrochloride), aqueous solution. The solvent is O (water). Conditions: time 3.5 hour. Product: C(=O)(O)C(CN1N=NN=C1S)=NO (1-(2-carboxy-2-hydroxyiminoethyl)-1H-tetrazole-5-thiol). The yield is 52.0%. Reaction SMILES: [C:1]([CH2:6][N:7]1[C:11]([SH:12])=[N:10][N:9]=[N:8]1)([C:3]([OH:5])=[O:4])=O.Cl.[NH2:14][OH:15].[OH-].[Na+].Cl>O>[C:3]([C:1](=[N:14][OH:15])[CH2:6][N:7]1[C:11]([SH:12])=[N:10][N:9]=[N:8]1)([OH:5])=[O:4] |f:1.2,3.4|. Reported procedure: A solution of 1-oxalomethyl-1H-tetrazole-5-thiol (10.0 g) and hydroxylamine hydrochloride (4.8 g) in water (100 ml) was adjusted to pH 6.0 with 2 N aqueous solution of sodium hydroxide and stirred at room temperature for 3.5 hours. The solution was acidified with 10% hydrochloric acid to pH 2.0, extracted with a mixture of tetrahydrofuran and ethyl acetate (1:1). The extract was washed with a saturated aqueous solution of sodium chloride, dried over magnesium sulfate and evaporated to give 1-(2-... Starting materials: ClC1=CC=C(C=C1)C1=C(C=2N(C=C1)C(NN2)=O)C2=CC=NC=C2 (7-(4-chlorophenyl)-8-(pyridin-4-yl)-[1,2,4]triazolo[4,3-a]pyridin-3(2H)-one), ClC1=CC=C(C=C1)C1=C(C=2N(C=C1)C(NN2)=O)C2=CC=NC=C2 (7-(4-chlorophenyl)-8-(pyridin-4-yl)-[1,2,4]triazolo[4,3-a]pyridin-3(2H)-one), ClCC=1C(=NC(=CC1)C(F)(F)F)OC (3-(chloromethyl)-2-methoxy-6-(trifluoromethyl)pyridine), C(=O)([O-])[O-].[K+].[K+] (K2CO3). The solvent is CN(C)C=O (DMF). Run at temperature 70 celsius, time 3 hour. Yields the product ClC1=CC=C(C=C1)C1=C(C=2N(C=C1)C(N(N2)CC=2C(=NC(=CC2)C(F)(F)F)OC)=O)C2=CC=NC=C2 (7-(4-chlorophenyl)-2-((2-methoxy-6-(trifluoromethyl)pyridin-3-yl)methyl)-8-(pyridin-4-yl)-[1,2,4]triazolo[4,3-a]pyridin-3(2H)-one). Yield: 82.1%. As a reaction SMILES: [Cl:1][C:2]1[CH:7]=[CH:6][C:5]([C:8]2[CH:13]=[CH:12][N:11]3[C:14](=[O:17])[NH:15][N:16]=[C:10]3[C:9]=2[C:18]2[CH:23]=[CH:22][N:21]=[CH:20][CH:19]=2)=[CH:4][CH:3]=1.Cl[CH2:25][C:26]1[C:27]([O:36][CH3:37])=[N:28][C:29]([C:32]([F:35])([F:34])[F:33])=[CH:30][CH:31]=1.C([O-])([O-])=O.[K+].[K+]>CN(C=O)C>[Cl:1][C:2]1[CH:7]=[CH:6][C:5]([C:8]2[CH:13]=[CH:12][N:11]3[C:14](=[O:17])[N:15]([CH2:25][C:26]4[C:27]([O:36][CH3:37])=[N:28][C:29]([C:32]([F:35])([F:33])[F:34])=[CH:30][CH:31]=4)[N:16]=[C:10]3[C:9]=2[C:18]2[CH:19]=[CH:20][N:21]=[CH:22][CH:23]=2)=[CH:4][CH:3]=1 |f:2.3.4|. Procedure: To a solution of 7-(4-chlorophenyl)-8-(pyridin-4-yl)-[1,2,4]triazolo[4,3-a]pyridin-3(2H)-one (161.4 mg, 0.50 mmol) and 3-(chloromethyl)-2-methoxy-6-(trifluoromethyl)pyridine (169 mg, 0.75 mmol) in anhydrous DMF (3.0 mL) at room temperature was added anhydrous K2CO3 (138 mg, 1.0 mmol). The resulting yellow suspension was stirred at 70° C. for 3 h. Analysis by HPLC/MS indicated that starting 7-(4-chlorophenyl)-8-(pyridin-4-yl)-[1,2,4]triazolo[4,3-a]pyridin-3(2H)-one had been consumed. After coolin... Starting materials: O=C([O-])[O-], CCO, COc1cc(N)cc(OC)c1OC, ClCCNCCCl, Cl, [K+], [K+]. Product: COc1cc(N2CCNCC2)cc(OC)c1OC. As a reaction SMILES: [C:22](=[O:23])([O-:24])[O-:25].[CH3:28][CH2:29][OH:30].[CH3:9][O:10][c:11]1[cH:12][c:13]([NH2:14])[cH:15][c:16]([O:20][CH3:21])[c:17]1[O:18][CH3:19].[Cl:2][CH2:3][CH2:4][NH:5][CH2:6][CH2:7][Cl:8].[ClH:1].[K+:26].[K+:27]>>[CH2:3]1[CH2:4][NH:5][CH2:6][CH2:7][N:14]1[c:13]1[cH:12][c:11]([O:10][CH3:9])[c:17]([O:18][CH3:19])[c:16]([O:20][CH3:21])[cH:15]1.